Dataset: the Open Reaction Database (ORD), a public repository of structured organic reaction records. Task: describe an organic reaction: reactants, conditions, products, and yield Reactants: COc1cccc(N2CCNCC2)c1, COC(=O)C=Cc1cnccc1N=C=Nc1cccc(C(F)(F)F)c1. The product is COC(=O)CC1c2cnccc2N=C(N2CCN(c3cccc(OC)c3)CC2)N1c1cccc(C(F)(F)F)c1. RXN SMILES: [CH3:26][O:27][c:28]1[cH:29][c:30]([N:34]2[CH2:35][CH2:36][NH:37][CH2:38][CH2:39]2)[cH:31][cH:32][cH:33]1.[F:1][C:2]([c:3]1[cH:4][c:5]([N:9]=[C:10]=[N:11][c:12]2[c:13]([CH:18]=[CH:19][C:20](=[O:21])[O:22][CH3:23])[cH:14][n:15][cH:16][cH:17]2)[cH:6][cH:7][cH:8]1)([F:24])[F:25]>>[F:1][C:2]([c:3]1[cH:4][c:5]([N:9]2[C:10]([N:37]3[CH2:36][CH2:35][N:34]([c:30]4[cH:29][c:28]([O:27][CH3:26])[cH:33][cH:32][cH:31]4)[CH2:39][CH2:38]3)=[N:11][c:12]3[c:13]([cH:14][n:15][cH:16][cH:17]3)[CH:18]2[CH2:19][C:20](=[O:21])[O:22][CH3:23])[cH:6][cH:7][cH:8]1)([F:24])[F:25].